This data is from the Open Reaction Database (ORD), a public repository of structured organic reaction records. The task is: describe an organic reaction: reactants, conditions, products, and yield Starting materials: [Al+3], CC(=O)Cl, [Cl-], [Cl-], [Cl-], CC(Cl)Cl, O, CSc1ccccc1. The product is CSc1ccc(C(C)=O)cc1. As a reaction SMILES: [Al+3:6].[CH3:1][C:2]([Cl:3])=[O:4].[Cl-:5].[Cl-:7].[Cl-:8].[Cl:18][CH:19]([Cl:20])[CH3:21].[OH2:17].[c:9]1([S:15][CH3:16])[cH:10][cH:11][cH:12][cH:13][cH:14]1>>[CH3:1][C:2](=[O:4])[c:12]1[cH:11][cH:10][c:9]([S:15][CH3:16])[cH:14][cH:13]1.